This data is from the Open Reaction Database (ORD), a public repository of structured organic reaction records. The task is: describe an organic reaction: reactants, conditions, products, and yield Yields the product N#CC(C(=O)Nc1ccc(F)cc1)C(=O)c1ccc[nH]1. RXN SMILES: [NH2:16][c:17]1[cH:18][cH:19][c:20]([F:21])[cH:22][cH:23]1.[O:1]=[C:2]([CH:3]([C:4]#[N:5])[C:6]([O:8][CH2:7][CH3:9])=[O:10])[c:11]1[nH:12][cH:13][cH:14][cH:15]1.[c:24]1([CH3:25])[c:26]([CH3:27])[cH:28][cH:29][cH:30][cH:31]1>>[O:1]=[C:2]([CH:3]([C:4]#[N:5])[C:6](=[O:8])[NH:16][c:17]1[cH:18][cH:19][c:20]([F:21])[cH:22][cH:23]1)[c:11]1[nH:12][cH:13][cH:14][cH:15]1. Reactants: Nc1ccc(F)cc1, CCOC(=O)C(C#N)C(=O)c1ccc[nH]1, Cc1ccccc1C. Reactants: O.NN (hydrazine monohydrate), CC1=CC=CC(=N1)CCN1C(C=2C(C1=O)=CC=CC2)=O (N-[2-(6-methyl-2-pyridyl)ethyl]phthalimide), C([O-])([O-])=O.[Na+].[Na+] (sodium carbonate). The solvent is C(C)O (ethanol). Reaction conditions: time 1.5 hour. The product is CC1=CC=CC(=N1)CCN (2-(6-methyl-2-pyridyl)ethylamine). Isolated yield 62.9%. RXN SMILES: O.NN.[CH3:4][C:5]1[N:10]=[C:9]([CH2:11][CH2:12][N:13]2C(=O)C3=CC=CC=C3C2=O)[CH:8]=[CH:7][CH:6]=1.C(=O)([O-])[O-].[Na+].[Na+]>C(O)C>[CH3:4][C:5]1[N:10]=[C:9]([CH2:11][CH2:12][NH2:13])[CH:8]=[CH:7][CH:6]=1 |f:0.1,3.4.5|. Procedure details: 28.5 ml (29.4 g, 586 mmol) of hydrazine monohydrate was added to a solution of 39.0 g (147 mmol) of N-[2-(6-methyl-2-pyridyl)ethyl]phthalimide obtained in the above step (1) in 300 ml of ethanol and the mixture was stirred at room temperature for 1.5 h. The mixture was poured into 300 ml of a saturated aqueous sodium carbonate solution. After extraction with chloroform, the organic layer was concentrated and the oily residue thus obtained was purified by distillation (75° to 80° C./0.01 mmHg). 1... Starting materials: FC(F)(Br)C(F)(F)Br, [Li]CCCC, CC(C)NC(C)C, O=C(O)c1sccc1Cl, Cl, C1CCOC1. Yields the product O=C(O)c1sc(Br)cc1Cl. RXN SMILES: [Br:22][C:23]([F:24])([F:25])[C:26]([Br:27])([F:28])[F:29].[CH2:8]([Li:9])[CH2:10][CH2:11][CH3:12].[CH:1]([NH:2][CH:3]([CH3:4])[CH3:5])([CH3:6])[CH3:7].[Cl:13][c:14]1[c:15]([C:19](=[O:20])[OH:21])[s:16][cH:17][cH:18]1.[ClH:30].[O:31]1[CH2:32][CH2:33][CH2:34][CH2:35]1>>[Cl:13][c:14]1[c:15]([C:19](=[O:20])[OH:21])[s:16][c:17]([Br:22])[cH:18]1.